Dataset: the Open Reaction Database (ORD), a public repository of structured organic reaction records. Task: describe an organic reaction: reactants, conditions, products, and yield Reactants: C1(CC1)N1C=C(C(C2=CC(=C(C(=C12)F)F)F)=O)C(=O)O (1-cyclopropyl-6,7,8-trifluoro-1,4-dihydro-4-oxo-3-quinolinecarboxylic acid), C(C)(C)(C)OC(=O)N[C@@H]1CNC[C@@H]1C (cis-3-t-butoxycarbonylamino-4-methylpyrrolidine), C1CCC2=NCCCN2CC1 (DBU). Run in C(C)#N (acetonitrile). The product is C(C)(C)(C)OC(=O)N[C@@H]1CN(C[C@@H]1C)C1=C(C=C2C(C(=CN(C2=C1F)C1CC1)C(=O)O)=O)F (7-(cis-3-t-Butoxycarbonylamino-4-methyl-1-pyrrolidinyl)-1-cyclopropyl-6,8-difluoro-1,4-dihydro-4-oxo-3-quinolinecarboxylic acid). The yield is 88.0%. Reaction SMILES: [CH:1]1([N:4]2[C:13]3[C:8](=[CH:9][C:10]([F:16])=[C:11](F)[C:12]=3[F:14])[C:7](=[O:17])[C:6]([C:18]([OH:20])=[O:19])=[CH:5]2)[CH2:3][CH2:2]1.[C:21]([O:25][C:26]([NH:28][C@H:29]1[C@@H:33]([CH3:34])[CH2:32][NH:31][CH2:30]1)=[O:27])([CH3:24])([CH3:23])[CH3:22].C1CCN2C(=NCCC2)CC1>C(#N)C>[C:21]([O:25][C:26]([NH:28][C@H:29]1[C@@H:33]([CH3:34])[CH2:32][N:31]([C:11]2[C:12]([F:14])=[C:13]3[C:8]([C:7](=[O:17])[C:6]([C:18]([OH:20])=[O:19])=[CH:5][N:4]3[CH:1]3[CH2:3][CH2:2]3)=[CH:9][C:10]=2[F:16])[CH2:30]1)=[O:27])([CH3:24])([CH3:22])[CH3:23]. Procedure details: A mixture of 1-cyclopropyl-6,7,8-trifluoro-1,4-dihydro-4-oxo-3-quinolinecarboxylic acid (0.5 g), anhydrous acetonitrile (6 ml), cis-3-t-butoxycarbonylamino-4-methylpyrrolidine (0.53 g) and DBU (0.27 g) was refluxed for an hour and the resulting precipitate was collected by filtration to give the title compound (0.72 g) as pale yellowish powder, mp 229°-230° C. Analysis (%) for C23H27F2N3O5, Calcd. (Found): C, 59.60 (59.47); H, 5.87 (5.85); N, 9.07 (9.01). The reactants are COC1=CC2=C(OCC3=C(C2CCCN(C)C)C=CC=C3)C=C1 (2-methoxy-11-(3-dimethylaminopropyl)-6,11-dihydrodibenzo[b,e]oxepin), I (hydriodic acid). Run in C(C)(=O)O (acetic acid). Reaction conditions: temperature 90 celsius. The product is OC1=CC\2=C(OCC3=C(/C2=C/CCN(C)C)C=CC=C3)C=C1 ((Z)-2-Hydroxy-11-(3-dimethylaminopropylidene)-6,11-dihydrodibenzo[b,e]oxepin). RXN SMILES: C[O:2][C:3]1[CH:23]=[CH:22][C:6]2[O:7][CH2:8][C:9]3[CH:21]=[CH:20][CH:19]=[CH:18][C:10]=3[CH:11]([CH2:12][CH2:13][CH2:14][N:15]([CH3:17])[CH3:16])[C:5]=2[CH:4]=1.I>C(O)(=O)C>[OH:2][C:3]1[CH:23]=[CH:22][C:6]2[O:7][CH2:8][C:9]3[CH:21]=[CH:20][CH:19]=[CH:18][C:10]=3/[C:11](=[CH:12]/[CH2:13][CH2:14][N:15]([CH3:17])[CH3:16])/[C:5]=2[CH:4]=1. Procedure details: A mixture of 2-methoxy-11-(3-dimethylaminopropyl)-6,11-dihydrodibenzo[b,e]oxepin (165 mg, 0.005 mol) with glacial acetic acid (0.2 ml) and hydriodic acid (0.2 mL, 57%) was stirred and heated for 5 hr at 90° C. The product was then extracted and purified by pouring into ice water (25 mL), made alkaline with sodium hydroxide (2N) and extracted with ether (2×10 mL). The aqueous layer was then adjusted to pH 6.8 with hydrochloric acid (6N). The mixture was then brought to pH 7 by the addition of sod... Reactants: C([O-])([O-])=O.[K+].[K+] (potassium carbonate), CC1(C(O)C=CC=C1)O (ortho-methylcatechol), C(=O)([O-])[O-].[K+].[K+] (K2CO3), BrC(C)Br (dibromoethane), BrC(C)Br (dibromoethane). Solvent: CC(=O)C (acetone). Reaction conditions: time 15 minute. Product: CC1=CC=CC=2OCCOC21 (5-Methyl-2,3-dihydro-1,4-benzodioxin). RXN SMILES: [C:1](=[O:4])([O-])[O-].[K+].[K+].C[C:8]1([OH:15])[CH:14]=[CH:13][CH:12]=[CH:11][CH:9]1O.Br[CH:17](Br)[CH3:18]>CC(C)=O>[CH3:9][C:11]1[C:1]2[O:4][CH2:18][CH2:17][O:15][C:8]=2[CH:14]=[CH:13][CH:12]=1 |f:0.1.2|. Procedure details: Dry potassium carbonate (0.93 eq.) is added to a solution of ortho-methylcatechol (10 g) dissolved in 150 ml of acetone under an argon atmosphere; the reaction mixture is heated to a gentle reflux and dibromoethane (0.4 eq.) is then added. Those operations are repeated twice at 15 minute intervals and in identical proportions (that is to say, in total 2.8 eq. of K2CO3 and 1.2 eq. of dibromoethane are added). After 12 hours' reflux, the latter is again introduced into the reaction mixture in an a... Starting materials: O=C=NC1CC(CN=C=O)(CC(C1)(C)C)C (isophorone diisocyanate), NCO, polycaprolactone diol, C(C=C)(=O)OCC(C)O (2-hydroxypropyl acrylate), COC1=CC=C(O)C=C1 (hydroquinone monomethyl ether). Reagents/catalysts: C(CCCCCCCCCCC)(=O)[O-].C(CCCCCCCCCCC)(=O)[O-].C(CCC)[Sn+2]CCCC (dibutyltin dilaurate). Conditions: temperature 50 celsius. The product is C(C=C)(=O)O.NC(=O)OCC (urethane acrylate). As a reaction SMILES: [C:1]([O:5][CH2:6][CH:7](O)C)(=[O:4])[CH:2]=[CH2:3].COC1C=CC(O)=CC=1.O=C=[N:21]C1CC(C)(C)CC(C)(CN=C=O)C1>C([O-])(=O)CCCCCCCCCCC.C([O-])(=O)CCCCCCCCCCC.C([Sn+2]CCCC)CCC>[C:1]([OH:5])(=[O:4])[CH:2]=[CH2:3].[NH2:21][C:1]([O:5][CH2:6][CH3:7])=[O:4] |f:3.4.5,6.7|. Reported procedure: 400 parts by weight of polycaprolactone diol having an average molecular weight of 800, 131 parts by weight of 2-hydroxypropyl acrylate, 0.5 part by weight of dibutyltin dilaurate as a catalyst and 1.0 part by weight of hydroquinone monomethyl ether as a polymerization inhibitor were mixed while heating them to 50° C. with stirring. Then, 222 parts by weight of isophorone diisocyanate was dropwise added, and further the temperature was raised to 80° C. with stirring to carry out urethanation rea... Reactants: BrC=1C(=C(N)C=CC1)C (3-bromo-2-methylaniline), TEA, ClCC1=C(C(=O)Cl)C=CC=C1 (2-(chloromethyl)benzoyl chloride). The solvent is C(Cl)Cl (DCM), C(Cl)Cl (DCM), C(Cl)Cl (DCM). Yields the product BrC=1C(=C(C=CC1)NC(C1=C(C=CC=C1)CCl)=O)C (N-(3-bromo-2-methylphenyl)-2-(chloromethyl)benzamide). The yield is 44.0%. RXN SMILES: [Br:1][C:2]1[C:3]([CH3:9])=[C:4]([CH:6]=[CH:7][CH:8]=1)[NH2:5].[Cl:10][CH2:11][C:12]1[CH:20]=[CH:19][CH:18]=[CH:17][C:13]=1[C:14](Cl)=[O:15]>C(Cl)Cl>[Br:1][C:2]1[C:3]([CH3:9])=[C:4]([NH:5][C:14](=[O:15])[C:13]2[CH:17]=[CH:18][CH:19]=[CH:20][C:12]=2[CH2:11][Cl:10])[CH:6]=[CH:7][CH:8]=1. Reported procedure: A solution of 3-bromo-2-methylaniline (10 g, 53.7 mmol) in DCM (200 mL) at 0° C. was treated with TEA (14.98 mL, 107 mmol), followed by dropwise addition of 2-(chloromethyl)benzoyl chloride (10.16 g, 53.7 mmol) in DCM (50 mL) over 1 h. The mixture was diluted with DCM (ca. 1 L), washed with NaHCO3 (aq) and water, and concentrated to remove most of the solvent. The precipitate was collected by filtration and washed with DCM (2×10 mL) to provide N-(3-bromo-2-methylphenyl)-2-(chloromethyl)benzamide... Starting materials: [N-]=[N+]=[N-].[Na+] (Sodium azide), [Cl-].[Al+3].[Cl-].[Cl-] (Aluminum chloride), C(#N)C(C(=O)OCC)=CNC1=NC=CC=C1C (Ethyl 2-cyano-3-(3-methyl-2-pyridylamino)acrylate). The solvent is O1CCCC1 (tetrahydrofuran). The product is CC1=CC=CN2C1=NC=C(C2=O)C2=NN=NN2 (9-Methyl-3-(1H-tetrazol-5-yl)-4H-pyrido[1,2-a]pyrimidin-4-one). Yield: 50.7%. Reaction SMILES: [Cl-].[Al+3].[Cl-].[Cl-].[N-:5]=[N+:6]=[N-:7].[Na+].[C:9]([C:11](=[CH:17][NH:18][C:19]1[C:24]([CH3:25])=[CH:23][CH:22]=[CH:21][N:20]=1)[C:12](OCC)=[O:13])#[N:10]>O1CCCC1>[CH3:25][C:24]1[C:19]2=[N:18][CH:17]=[C:11]([C:9]3[NH:10][N:7]=[N:6][N:5]=3)[C:12](=[O:13])[N:20]2[CH:21]=[CH:22][CH:23]=1 |f:0.1.2.3,4.5|. Procedure details: Aluminum chloride (3.51 g., 0.0263 mole) was added to cold (-30°) tetrahydrofuran (180 ml.). Sodium azide (5.12 g., 0.0788 mole) was added and the mixture heated under reflux for 30 minutes. The mixture was cooled to 5°. Ethyl 2-cyano-3-(3-methyl-2-pyridylamino)acrylate (5.0 g., 0.0216 mole) was added and the mixture heated under reflux for 18 hours. The tetrahydrofuran was removed under reduced pressure. The residue was treated with ice water (100 ml.) and acidified to pH 3 with 6N hydrochloric... Starting materials: CCCCCCCCCCCCCCCCNc1csc(C(=O)O)c1, CCI, CN(C)P(=O)(N(C)C)N(C)C, CCO, [H-], [Na+]. The product is CCCCCCCCCCCCCCCCNc1csc(C(=O)OCC)c1. Reaction SMILES: [CH2:1]([CH2:2][CH2:3][CH2:4][CH2:5][CH2:6][CH2:7][CH2:8][CH2:9][CH2:10][CH2:11][CH2:12][CH2:13][CH2:14][CH2:15][CH3:16])[NH:17][c:18]1[cH:19][c:20]([C:23](=[O:24])[OH:25])[s:21][cH:22]1.[CH2:39]([CH3:40])[I:41].[CH3:26][N:27]([P:28]([N:29]([CH3:30])[CH3:31])([N:32]([CH3:33])[CH3:34])=[O:35])[CH3:36].[CH3:42][CH2:43][OH:44].[H-:37].[Na+:38]>>[CH2:1]([CH2:2][CH2:3][CH2:4][CH2:5][CH2:6][CH2:7][CH2:8][CH2:9][CH2:10][CH2:11][CH2:12][CH2:13][CH2:14][CH2:15][CH3:16])[NH:17][c:18]1[cH:19][c:20]([C:23](=[O:24])[O:25][CH2:39][CH3:40])[s:21][cH:22]1. The reactants are N1CCNCCC1 (Homopiperazine), Cl.C1=NC=CC=2C(=CC=CC12)S(=O)(=O)Cl (5-isoquinolinesulfonyl chloride hydrochloride). The solvent is O1CCCC1 (tetrahydrofuran). Reaction conditions: temperature -5 celsius. The product is C=1C=C2C=NC=CC2=C(C1)S(=O)(=O)N3CCCNCC3 (fasudil). Isolated yield 41.1%. As a reaction SMILES: [NH:1]1[CH2:7][CH2:6][CH2:5][NH:4][CH2:3][CH2:2]1.Cl.[CH:9]1[C:18]2[CH:17]=[CH:16][CH:15]=[C:14]([S:19](Cl)(=[O:21])=[O:20])[C:13]=2[CH:12]=[CH:11][N:10]=1>O1CCCC1>[CH:16]1[CH:17]=[C:18]2[C:13](=[C:14]([S:19]([N:1]3[CH2:2][CH2:3][NH:4][CH2:5][CH2:6][CH2:7]3)(=[O:21])=[O:20])[CH:15]=1)[CH:12]=[CH:11][N:10]=[CH:9]2 |f:1.2|. Reported procedure: Homopiperazine (3.413 g) was dissolved in tetrahydrofuran (57 ml) with stirring. After cooling the solution to −5° C., 5-isoquinolinesulfonyl chloride hydrochloride (3.00 g) was added while maintaining the internal temperature at 10° C. or less. The mixture was stirred at 5° C. or less for four hours. The reaction mixture was allowed to stand to reach room temperature and filtered to remove insoluble matter. The filtrate was concentrated under reduced pressure, followed by the addition of ethyl ... The reactants are CCc1cc(C=O)cc(C)c1C=CC(=O)O, CC(=O)c1sc(C)c2c1CCC(C)(C)C2, Cl. Product: CCc1cc(C=CC(=O)c2sc(C)c3c2CCC(C)(C)C3)cc(C)c1C=CC(=O)O. As a reaction SMILES: [CH2:16]([CH3:17])[c:18]1[c:19]([CH:27]=[CH:28][C:29](=[O:30])[OH:31])[c:20]([CH3:26])[cH:21][c:22]([CH:24]=[O:25])[cH:23]1.[CH3:1][c:2]1[c:3]2[c:4]([c:5]([C:7]([CH3:8])=[O:9])[s:6]1)[CH2:10][CH2:11][C:12]([CH3:14])([CH3:15])[CH2:13]2.[ClH:32]>>[CH3:1][c:2]1[c:3]2[c:4]([c:5]([C:7]([CH:8]=[CH:24][c:22]3[cH:21][c:20]([CH3:26])[c:19]([CH:27]=[CH:28][C:29](=[O:30])[OH:31])[c:18]([CH2:16][CH3:17])[cH:23]3)=[O:9])[s:6]1)[CH2:10][CH2:11][C:12]([CH3:14])([CH3:15])[CH2:13]2. Starting materials: C(C=C)NC(C)C1=C(C=CC=C1)NC(C(C(C)(C)O)O)=O (N-[2-(1-Allylamino-ethyl)-phenyl]-2,3-dihydroxy-3-methyl-butyramide), I(=O)(=O)(=O)O (periodic acid), C1(=CC=CC=C1)/C=C/B(O)O ((E)-2-Phenylvinylboronic acid). Solvent: CO (methanol), O (water), C(C)(=O)OCC (ethyl acetate). Reaction conditions: time 2 hour. The product is C(C=C)N1C(C(NC2=C(C1C)C=CC=C2)=O)C=CC2=CC=CC=C2 (4-Allyl-5-methyl-3-styryl-1,3,4,5-tetrahydro-benzo[e][1,4]diazepin-2-one). Yield: 81.0%. Reaction SMILES: [CH2:1]([NH:4][CH:5]([C:7]1[CH:12]=[CH:11][CH:10]=[CH:9][C:8]=1[NH:13][C:14](=[O:21])[CH:15](O)[C:16](O)([CH3:18])C)[CH3:6])[CH:2]=[CH2:3].I(O)(=O)(=O)=O.[C:27]1(/C=C/B(O)O)[CH:32]=[CH:31][CH:30]=[CH:29][CH:28]=1>CO.O.C(OCC)(=O)C>[CH2:1]([N:4]1[CH:5]([CH3:6])[C:7]2[CH:12]=[CH:11][CH:10]=[CH:9][C:8]=2[NH:13][C:14](=[O:21])[CH:15]1[CH:16]=[CH:18][C:27]1[CH:32]=[CH:31][CH:30]=[CH:29][CH:28]=1)[CH:2]=[CH2:3]. Procedure details: The product of Example 14 (117 mg, 0.4 mmol) was placed in a 25 mL round bottom flask and dissolved in methanol (2 mL) and water (1 mL). To this solution was added periodic acid (192 mg, 0.84 mmol), and the mixture was allowed to stir at room temperature for 2 hours. After this time, the solvent was then evaporated and the resulting residue was taken up in ethyl acetate (20 mL) and transferred to a separatory funnel. The organic layer was then washed with a saturated sodium bicarbonate solution ...